Dataset: the Open Reaction Database (ORD), a public repository of structured organic reaction records. Task: describe an organic reaction: reactants, conditions, products, and yield Reactants: CC(C)C(=O)Cl, CCN(C(C)C)C(C)C, ClCCl, Cl, Cn1ncc2c1Nc1cc(Cl)ccc1N(C(=O)c1ccc(CN)c(F)c1)C2. The product is CC(C)C(=O)NCc1ccc(C(=O)N2Cc3cnn(C)c3Nc3cc(Cl)ccc32)cc1F. RXN SMILES: [C:10]([CH:11]([CH3:12])[CH3:13])(=[O:14])[Cl:15].[CH:1]([N:2]([CH2:3][CH3:4])[CH:5]([CH3:6])[CH3:7])([CH3:8])[CH3:9].[Cl:44][CH2:45][Cl:46].[ClH:16].[NH2:17][CH2:18][c:19]1[c:20]([F:43])[cH:21][c:22]([C:25](=[O:26])[N:27]2[c:28]3[c:29]([cH:38][c:39]([Cl:42])[cH:40][cH:41]3)[NH:30][c:31]3[n:32]([CH3:37])[n:33][cH:34][c:35]3[CH2:36]2)[cH:23][cH:24]1>>[C:10]([CH:11]([CH3:12])[CH3:13])(=[O:14])[NH:17][CH2:18][c:19]1[c:20]([F:43])[cH:21][c:22]([C:25](=[O:26])[N:27]2[c:28]3[c:29]([cH:38][c:39]([Cl:42])[cH:40][cH:41]3)[NH:30][c:31]3[n:32]([CH3:37])[n:33][cH:34][c:35]3[CH2:36]2)[cH:23][cH:24]1. Reactants: Example 1 ( b ), COC=1C=C(C=2OC3=CC=CC=C3C(C2C(=O)O)=O)C=C(C1OC)OC (3',4',5'-trimethoxy-flavone-3-carboxylic acid), N1=C(C=CC=C1)N1CCNCC1 (1-(2-pyridyl)-piperazine), S(=O)(=O)(C)Cl (mesylchloride), anhydride. The reagents and catalysts are CN(C1=CC=NC=C1)C (4-dimethylaminopyridine). The solvent is ClCCl (dichloromethane). Product: COC=1C=C(C=2OC3=CC=CC=C3C(C2C(=O)N2CCN(CC2)C2=NC=CC=C2)=O)C=C(C1OC)OC (3',4',5'-trimethoxy-3-{[4-(2-pyridyl)-piperazin-1-yl]-carbonyl}flavone). Yield: 67.8%. RXN SMILES: [CH3:1][O:2][C:3]1[CH:4]=[C:5]([CH:20]=[C:21]([O:25][CH3:26])[C:22]=1[O:23][CH3:24])[C:6]1[O:7][C:8]2[C:13]([C:14](=[O:19])[C:15]=1[C:16]([OH:18])=O)=[CH:12][CH:11]=[CH:10][CH:9]=2.S(Cl)(C)(=O)=O.[N:32]1[CH:37]=[CH:36][CH:35]=[CH:34][C:33]=1[N:38]1[CH2:43][CH2:42][NH:41][CH2:40][CH2:39]1>CN(C)C1C=CN=CC=1.ClCCl>[CH3:1][O:2][C:3]1[CH:4]=[C:5]([CH:20]=[C:21]([O:25][CH3:26])[C:22]=1[O:23][CH3:24])[C:6]1[O:7][C:8]2[C:13]([C:14](=[O:19])[C:15]=1[C:16]([N:41]1[CH2:42][CH2:43][N:38]([C:33]3[CH:34]=[CH:35][CH:36]=[CH:37][N:32]=3)[CH2:39][CH2:40]1)=[O:18])=[CH:12][CH:11]=[CH:10][CH:9]=2. Reported procedure: 8 g of 3',4',5'-trimethoxy-flavone-3-carboxylic acid with 5.5 g 4-dimethylaminopyridine and 2.2 ml mesylchloride in 100 ml absolute dichloromethane were converted into the mixed anhydride analogously to Example 1 (a), and this was then reacted with 3.6 g 1-(2-pyridyl)-piperazine analogously to Example 1 (b). The working up of the reaction mixture and the purification of the crude title compound obtained were carried out analogously to Example 1 (b). 7.5 g of 3',4',5'-trimethoxy-3-{[4-(2-pyridyl)... The reactants are C=CC1=CC=CC=C1 (styrene), C(C=C)(=O)OCCC(=O)O (beta carboxyethyl acrylate). Reagents/catalysts: C(C=C)(=O)OC(CCCCCCCCCCC)OC(C=C)=O (dodecanediol diacrylate), C(CCCCCCCCCCC)S (dodecanethiol). Yields the product C(C=C)(=O)OCCCC (butyl acrylate). Yield: 686.3%. Reaction SMILES: C=C[C:3]1[CH:8]=[CH:7][CH:6]=CC=1.[C:9]([O:13]CCC(O)=O)(=[O:12])[CH:10]=[CH2:11]>C(OC(OC(=O)C=C)CCCCCCCCCCC)(=O)C=C.C(S)CCCCCCCCCCC>[C:9]([O:13][CH2:6][CH2:7][CH2:8][CH3:3])(=[O:12])[CH:10]=[CH2:11]. Procedure details: A mixture of about 1581 grams styrene, about 58 grams beta carboxyethyl acrylate (β-CEA), about 7 grams dodecanediol diacrylate (A-DOD), about 7.25 grams dodecanethiol and about 354 grams butyl acrylate was produced by dispersing under high shear conditions in a separate mixing vessel to form a homogenous emulsion. The reactants are F[B-](F)(F)F, CC(N)c1nc2cc(Cl)ccc2[nH]1, O=C(O)c1ccc(N2CC=CCO2)c(Cl)c1, CN(C)C=O, CN(C)C(On1nnc2ccccc21)=[N+](C)C. The product is CC(NC(=O)c1ccc(N2CC=CCO2)c(Cl)c1)c1nc2cc(Cl)ccc2[nH]1. Reaction SMILES: [B-:30]([F:31])([F:32])([F:33])[F:34].[Cl:17][c:18]1[cH:19][c:20]2[c:21]([nH:22][c:23]([CH:25]([CH3:26])[NH2:27])[n:24]2)[cH:28][cH:29]1.[Cl:1][c:2]1[cH:3][c:4]([C:5](=[O:6])[OH:7])[cH:8][cH:9][c:10]1[N:11]1[O:12][CH2:13][CH:14]=[CH:15][CH2:16]1.[O:52]=[CH:53][N:54]([CH3:55])[CH3:56].[n:35]1([O:36][C:37]([N:38]([CH3:39])[CH3:40])=[N+:41]([CH3:42])[CH3:43])[c:44]2[cH:45][cH:46][cH:47][cH:48][c:49]2[n:50][n:51]1>>[Cl:1][c:2]1[cH:3][c:4]([C:5](=[O:7])[NH:27][CH:25]([c:23]2[nH:22][c:21]3[c:20]([cH:19][c:18]([Cl:17])[cH:29][cH:28]3)[n:24]2)[CH3:26])[cH:8][cH:9][c:10]1[N:11]1[O:12][CH2:13][CH:14]=[CH:15][CH2:16]1. Reactants: C, CCOC(=O)C(COC(=O)Cc1ccc(NC(=O)c2ccccc2-c2ccc(C(F)(F)F)cc2)c(OCc2ccccc2)c1)(C(=O)OCC)c1ccccc1, CO, [Pd]. Yields the product CCOC(=O)C(COC(=O)Cc1ccc(NC(=O)c2ccccc2-c2ccc(C(F)(F)F)cc2)c(O)c1)(C(=O)OCC)c1ccccc1. Reaction SMILES: [C:58].[CH2:1]([CH3:2])[O:3][C:4]([C:5]([C:6](=[O:7])[O:8][CH2:9][CH3:10])([c:11]1[cH:12][cH:13][cH:14][cH:15][cH:16]1)[CH2:17][O:18][C:19]([CH2:20][c:21]1[cH:22][c:23]([O:46][CH2:47][c:48]2[cH:49][cH:50][cH:51][cH:52][cH:53]2)[c:24]([NH:27][C:28](=[O:29])[c:30]2[c:31](-[c:36]3[cH:37][cH:38][c:39]([C:42]([F:43])([F:44])[F:45])[cH:40][cH:41]3)[cH:32][cH:33][cH:34][cH:35]2)[cH:25][cH:26]1)=[O:54])=[O:55].[CH3:56][OH:57].[Pd:59]>>[CH2:1]([CH3:2])[O:3][C:4]([C:5]([C:6](=[O:7])[O:8][CH2:9][CH3:10])([c:11]1[cH:12][cH:13][cH:14][cH:15][cH:16]1)[CH2:17][O:18][C:19]([CH2:20][c:21]1[cH:22][c:23]([OH:46])[c:24]([NH:27][C:28](=[O:29])[c:30]2[c:31](-[c:36]3[cH:37][cH:38][c:39]([C:42]([F:43])([F:44])[F:45])[cH:40][cH:41]3)[cH:32][cH:33][cH:34][cH:35]2)[cH:25][cH:26]1)=[O:54])=[O:55]. The reactants are S1CNC2=C1C=CC=C2 (2,3-dihydro-1,3-benzothiazole), NC1=C(C=CC=C1)S (2-aminobenzenethiol), C=O (formalin), C(C)(C)N(CC)C(C)C (diisopropylethylamine), C(C1=CC=CC=C1)OC1=C(C=C(C(=O)Cl)C=C1C(F)(F)F)OC (4-benzyloxy-3-methoxy-5-trifluoromethylbenzoyl chloride). Run in ClCCl (dichloromethane). Reaction conditions: time 1 hour. Yields the product C(C1=CC=CC=C1)OC1=C(C=C(C(=O)N2CSC3=C2C=CC=C3)C=C1C(F)(F)F)OC (3-(4-benzyloxy-3-methoxy-5-trifluoromethylbenzoyl)-2,3-dihydro-1,3-benzothiazole). Reaction SMILES: [S:1]1[C:5]2[CH:6]=[CH:7][CH:8]=[CH:9][C:4]=2[NH:3][CH2:2]1.NC1C=CC=CC=1S.C=O.C(N(C(C)C)CC)(C)C.[CH2:29]([O:36][C:37]1[C:45]([C:46]([F:49])([F:48])[F:47])=[CH:44][C:40]([C:41](Cl)=[O:42])=[CH:39][C:38]=1[O:50][CH3:51])[C:30]1[CH:35]=[CH:34][CH:33]=[CH:32][CH:31]=1>ClCCl>[CH2:29]([O:36][C:37]1[C:45]([C:46]([F:47])([F:48])[F:49])=[CH:44][C:40]([C:41]([N:3]2[C:4]3[CH:9]=[CH:8][CH:7]=[CH:6][C:5]=3[S:1][CH2:2]2)=[O:42])=[CH:39][C:38]=1[O:50][CH3:51])[C:30]1[CH:31]=[CH:32][CH:33]=[CH:34][CH:35]=1. Procedure: 2,3-dihydro-1,3-benzothiazole synthesized from 2-aminobenzenethiol (346 mg) and 37% formalin (0.23 mL) in the same manner as in Example 1 was dissolved in dichloromethane (3 mL), and diisopropylethylamine (0.63 mL) and 4-benzyloxy-3-methoxy-5-trifluoromethylbenzoyl chloride (657 mg) were added to the solution, and then the mixture was stirred at room temperature for 1 hour. The solvent was distilled off under reduced pressure and water was added, and then the mixture was extracted with ethyl ace... Starting materials: CC1(COB(OC1)B1OCC(CO1)(C)C)C (5,5,5′,5′-tetramethyl-2,2′-bi-1,3,2-dioxaborinane), C(C)(=O)[O-].[K+] (potassium acetate), BrC1=CC=C(C=C1)C1CCN(CC1)C(C)=O (1-(4-(4-bromophenyl)piperidin-1-yl)ethanone), BrC=1C=C2C(=NNC2=CC1Cl)C(=O)O (5-bromo-6-chloro-1H-indazole-3-carboxylic acid), C([O-])([O-])=O.[K+].[K+] (potassium carbonate). Reagents/catalysts: C1=CC=C(C=C1)P([C-]2C=CC=C2)C3=CC=CC=C3.C1=CC=C(C=C1)P([C-]2C=CC=C2)C3=CC=CC=C3.Cl[Pd]Cl.[Fe+2].ClCCl ([1,1′-bis(diphenylphosphino)ferrocene]dichloropalladium(II) dichloromethane), C1=CC=C(C=C1)P([C-]2C=CC=C2)C3=CC=CC=C3.C1=CC=C(C=C1)P([C-]2C=CC=C2)C3=CC=CC=C3.Cl[Pd]Cl.[Fe+2].ClCCl ([1,1′-bis(diphenylphosphino)ferrocene]dichloropalladium(II) dichloromethane). The solvent is C1(=CC=CC=C1)C (toluene), CCO (EtOH), O1CCOCC1 (1,4-dioxane). Reaction conditions: temperature 100 celsius, time 16 hour. The product is C(C)(=O)N1CCC(CC1)C1=CC=C(C=C1)C=1C=C2C(=NNC2=CC1Cl)C(=O)O (5-(4-(1-Acetylpiperidin-4-yl)phenyl)-6-chloro-1H-indazole-3-carboxylic acid). The yield is 14.5%. As a reaction SMILES: CC1(C)COB(B2OCC(C)(C)CO2)OC1.C([O-])(=O)C.[K+].Br[C:23]1[CH:28]=[CH:27][C:26]([CH:29]2[CH2:34][CH2:33][N:32]([C:35](=[O:37])[CH3:36])[CH2:31][CH2:30]2)=[CH:25][CH:24]=1.Br[C:39]1[CH:40]=[C:41]2[C:45](=[CH:46][C:47]=1[Cl:48])[NH:44][N:43]=[C:42]2[C:49]([OH:51])=[O:50].C(=O)([O-])[O-].[K+].[K+]>O1CCOCC1.C1(C)C=CC=CC=1.CCO.C1C=CC(P(C2C=CC=CC=2)[C-]2C=CC=C2)=CC=1.C1C=CC(P(C2C=CC=CC=2)[C-]2C=CC=C2)=CC=1.Cl[Pd]Cl.[Fe+2].ClCCl>[C:35]([N:32]1[CH2:33][CH2:34][CH:29]([C:26]2[CH:27]=[CH:28][C:23]([C:39]3[CH:40]=[C:41]4[C:45](=[CH:46][C:47]=3[Cl:48])[NH:44][N:43]=[C:42]4[C:49]([OH:51])=[O:50])=[CH:24][CH:25]=2)[CH2:30][CH2:31]1)(=[O:37])[CH3:36] |f:1.2,5.6.7,11.12.13.14.15|. Procedure details: A mixture of 5,5,5′,5′-tetramethyl-2,2′-bi-1,3,2-dioxaborinane (110 mg, 0.32 mmol), oven dried potassium acetate (139 mg, 1.41 mmol), [1,1′-bis(diphenylphosphino)ferrocene]dichloropalladium(II) dichloromethane adduct (26 mg, 0.032 mmol), and 1-(4-(4-bromophenyl)piperidin-1-yl)ethanone (86 mg, 0.30 mmol) in 1,4-dioxane (3.1 mL) was degassed with N2 for 10 minutes, and subjected to microwave irradiation at 115° C. for 1 hour. The cooled reaction mixture was filtered through cotton and concentrated... Starting materials: BrC1=CC=C(C=C1)CCO (2-(4-bromophenyl)ethanol), C(C)(C)N(CC)C(C)C (diisopropylethylamine), C(=C)N1C(C=2C(C1=O)=CC=CC2)=O (N-vinylphthalimide), C1(=C(C=CC=C1)P(C1=C(C=CC=C1)C)C1=C(C=CC=C1)C)C (tri-o-tolylphosphine). The solvent is C(C)#N (acetonitrile). Run at temperature 90 celsius, time 21 hour. The product is OCCC1=CC=C(C=C1)C=CN1C(C2=CC=CC=C2C1=O)=O (2-{2-[4-(2-Hydroxy-ethyl)-phenyl]-vinyl}-isoindole-1,3-dione). Reaction SMILES: Br[C:2]1[CH:7]=[CH:6][C:5]([CH2:8][CH2:9][OH:10])=[CH:4][CH:3]=1.C(N(C(C)C)CC)(C)C.[CH:20]([N:22]1[C:26](=[O:27])[C:25]2=[CH:28][CH:29]=[CH:30][CH:31]=[C:24]2[C:23]1=[O:32])=[CH2:21].C1(C)C=CC=CC=1P(C1C=CC=CC=1C)C1C=CC=CC=1C>C(#N)C>[OH:10][CH2:9][CH2:8][C:5]1[CH:6]=[CH:7][C:2]([CH:21]=[CH:20][N:22]2[C:23](=[O:32])[C:24]3[C:25](=[CH:28][CH:29]=[CH:30][CH:31]=3)[C:26]2=[O:27])=[CH:3][CH:4]=1. Reported procedure: To a solution of 2-(4-bromophenyl)ethanol (48.3 g) in acetonitrile (480 mL) was added diisopropylethylamine (46.6 g), N-vinylphthalimide (43.7 g) and tri-o-tolylphosphine (7.31 g) and the mixture was purged with nitrogen gas three times. Palladium acetate (2.7 g) was added and the mixture was stirred at 90° C. for 21 hr under nitrogen. The reaction was cooled and the precipitated product collected by filtration. The resulting solid was re-dissolved in dichloromethane and ethyl acetate and filter... Starting materials: ClC(C[C@H]1CC(N(C1)CO)=O)(F)F ((4R)-4-(2-chloro-2,2-difluoroethyl)-1-(hydroxymethyl)pyrrolidin-2-one), S(=O)(Cl)Cl (thionyl chloride). The solvent is ClCCl (dichloromethane). Run at temperature 22 celsius, time 1 hour. The product is ClC(C[C@H]1CC(N(C1)CCl)=O)(F)F ((4R)-4-(2-chloro-2,2-difluoroethyl)-1-(chloromethyl)pyrrolidin-2-one). Reaction SMILES: [Cl:1][C:2]([F:13])([F:12])[CH2:3][C@@H:4]1[CH2:8][N:7]([CH2:9]O)[C:6](=[O:11])[CH2:5]1.S(Cl)([Cl:16])=O>ClCCl>[Cl:1][C:2]([F:13])([F:12])[CH2:3][C@@H:4]1[CH2:8][N:7]([CH2:9][Cl:16])[C:6](=[O:11])[CH2:5]1. Procedure: A solution of (4R)-4-(2-chloro-2,2-difluoroethyl)-1-(hydroxymethyl)pyrrolidin-2-one a12R (0.281 g, 1.32 mmol, 1.5 eq) in dichloromethane (25 ml) is treated with thionyl chloride (382 μl, 5.27 mmol, 6 eq). The mixture is stirred for 1 h at 22° C. and concentrated in vacuo to obtain (4R)-4-(2-chloro-2,2-difluoroethyl)-1-(chloromethyl)pyrrolidin-2-one a18R. The resulting liquid is then added to a solution of anhydrous zinc chloride (0.239 g, 1.76 mmol, 2 eq) and 2-[methoxy(2H2)methyl]-6-(trifluorom...